The task is: describe an organic reaction: reactants, conditions, products, and yield. This data is from the Open Reaction Database (ORD), a public repository of structured organic reaction records. Starting materials: 3R, 4R, [K+].[Br-] (KBr), 3R, 4R, O.OC=1C=C(C=CC1)C1(C(CN(CC1)CC(C(=O)O)CC1=CC=CC=C1)C)C (4-(3-hydroxyphenyl)-3,4 -dimethyl-α-(phenylmethyl)-1-piperidinepropanoic acid monohydrate), 3R, 4R, Cl.COC(C(CN1CC(C(CC1)(C)C1=CC(=CC=C1)O)C)CC1=CC=CC=C1)=O (4-(3-hydroxyphenyl)-3,4-dimethyl-α- (phenylmethyl)-1-piperidinepropanoic acid methyl ester hydrochloride), Cl.COC(C(CN1CCCCC1)CC1=CC=CC=C1)=O (α-(phenylmethyl)-1-piperidinepropanoic acid methyl ester hydrochloride). Yields the product Cl.COC([C@H](CN1C[C@@H]([C@](CC1)(C)C1=CC(=CC=C1)O)C)CC1=CC=CC=C1)=O ((αS,3R,4R)-4-(3-hydroxyphenyl)-3,4-dimethyl-α-(phenylmethyl)-1-piperidinepropanoic acid methyl ester hydrochloride). RXN SMILES: [ClH:1].[CH3:2][O:3][C:4](=[O:29])[CH:5]([CH2:22][C:23]1[CH:28]=[CH:27][CH:26]=[CH:25][CH:24]=1)[CH2:6][N:7]1[CH2:12][CH2:11][C:10]([C:14]2[CH:19]=[CH:18][CH:17]=[C:16]([OH:20])[CH:15]=2)([CH3:13])[CH:9]([CH3:21])[CH2:8]1.Cl.COC(=O)C(CC1C=CC=CC=1)CN1CCCCC1.O.OC1C=C(C2(C)CCN(CC(CC3C=CC=CC=3)C(O)=O)CC2C)C=CC=1.[K+].[Br-]>>[ClH:1].[CH3:2][O:3][C:4](=[O:29])[C@@H:5]([CH2:22][C:23]1[CH:28]=[CH:27][CH:26]=[CH:25][CH:24]=1)[CH2:6][N:7]1[CH2:12][CH2:11][C@:10]([C:14]2[CH:19]=[CH:18][CH:17]=[C:16]([OH:20])[CH:15]=2)([CH3:13])[C@@H:9]([CH3:21])[CH2:8]1 |f:0.1,2.3,4.5,6.7,8.9|. Reported procedure: Purity: 96.2% ((αS, 3R, 4R) -4-(3-hydroxyphenyl)-3,4-dimethyl-α- (phenylmethyl)-1-piperidinepropanoic acid methyl ester hydrochloride, 2.9% (αR, 3R, 4R)-4-(3-hydroxyphenyl)-3,4-dimethyl-(α-(phenylmethyl)-1-piperidinepropanoic acid methyl ester hydrochloride and 0.7% (αS, 3R, 4R)-4-(3-hydroxyphenyl)-3,4 -dimethyl-α-(phenylmethyl)-1-piperidinepropanoic acid monohydrate (HPLC area %). mp 230°-232 ° C. (dec), IR (KBr): 3174, 1732, 1620, 1586, 1276, 785,749, 706 cm-1. 1H-NMR (DMSO-d6): d [0.78 (d, 0.... The reactants are C(C)OC(=O)C=1OC2=C(C1C)C(=CC=C2)O (4-hydroxy-3-methyl-benzofuran-2-carboxylic acid ethyl ester), OC1CCNCC1 (4-hydroxypiperidine), C(CCC)P(CCCC)CCCC (tributylphosphine), N(=NC(=O)N(C)C)C(=O)N(C)C (1,1′-azobis(N,N-dimethylformamide)). Solvent: C1=CC=CC=C1 (benzene), C(C)(=O)OCC (ethyl acetate). Reaction conditions: temperature 60 celsius. Yields the product C(C)OC(=O)C=1OC2=C(C1C)C(=CC=C2)OC2CCNCC2 (3-methyl-4-(piperidin-4-yloxy)-benzofuran-2-carboxylic acid ethyl ester). Yield: 17.4%. RXN SMILES: [CH2:1]([O:3][C:4]([C:6]1[O:7][C:8]2[CH:15]=[CH:14][CH:13]=[C:12]([OH:16])[C:9]=2[C:10]=1[CH3:11])=[O:5])[CH3:2].O[CH:18]1[CH2:23][CH2:22][NH:21][CH2:20][CH2:19]1.C(P(CCCC)CCCC)CCC.N(C(N(C)C)=O)=NC(N(C)C)=O>C1C=CC=CC=1.C(OCC)(=O)C>[CH2:1]([O:3][C:4]([C:6]1[O:7][C:8]2[CH:15]=[CH:14][CH:13]=[C:12]([O:16][CH:18]3[CH2:23][CH2:22][NH:21][CH2:20][CH2:19]3)[C:9]=2[C:10]=1[CH3:11])=[O:5])[CH3:2]. Procedure: A mixture of 4-hydroxy-3-methyl-benzofuran-2-carboxylic acid ethyl ester (100 mg), 4-hydroxypiperidine (46 mg), tributylphosphine (170 μl) and 1,1′-azobis(N,N-dimethylformamide) (120 mg) in benzene (2 ml) was heated at 60° C. for one hour. The suspension was diluted with ethyl acetate, washed with water and brine, dried over anhydrous sodium sulfate and evaporated to dryness. The residue was separated by silica gel column chromatography developed by dichloromethane-methanol to give 3-methyl-4-(p... Product: Cc1cc(C#N)ccc1S(=O)(=O)N1CCNCC1C. Starting materials: Cc1cc(C#N)ccc1S(=O)(=O)N1CCN(C(=O)OC(C)(C)C)CC1C, ClCCl, O=C(O)C(F)(F)F. Reaction SMILES: [C:1](#[N:2])[c:3]1[cH:4][c:5]([CH3:26])[c:6]([S:9](=[O:10])(=[O:11])[N:12]2[CH:13]([CH3:25])[CH2:14][N:15]([C:18]([O:19][C:20]([CH3:21])([CH3:22])[CH3:23])=[O:24])[CH2:16][CH2:17]2)[cH:7][cH:8]1.[Cl:34][CH2:35][Cl:36].[F:27][C:28]([F:29])([F:30])[C:31]([OH:32])=[O:33]>>[C:1](#[N:2])[c:3]1[cH:4][c:5]([CH3:26])[c:6]([S:9](=[O:10])(=[O:11])[N:12]2[CH:13]([CH3:25])[CH2:14][NH:15][CH2:16][CH2:17]2)[cH:7][cH:8]1. Starting materials: Cl.C(C)N=C=NCCCN(C)C (1-ethyl-3-(3-dimethylaminopropyl)carbodiimide hydrochloride), OCN1C(N(CC1=O)CC#C)=O (3-hydroxymethyl-1-(2-propynyl)imidazolidine-2,4-dione), C(C)ON=C/C(=C/[C@H]1C([C@@H]1C(=O)O)(C)C)/C ((1R)-trans-3-[(E)-3-ethoxyimino-2-methyl-1-propenyl]-2,2-dimethylcyclopropanecarboxylic acid), C(Cl)(Cl)Cl (chloroform). The reagents and catalysts are CN(C1=CC=NC=C1)C (4-dimethylaminopyridine). Run in [Cl-].[Na+].O (brine). Run at time 8 hour. Product: C(C)ON=C/C(=C/[C@H]1C([C@@H]1C(=O)OCN1C(N(CC1=O)CC#C)=O)(C)C)/C (2,5-dioxo-3-(2-propynyl)imidazolidin-1-ylmethyl (1R)-trans-3-[(E)-3-ethoxyimino-2-methyl-1-propenyl]-2,2-dimethylcyclopropanecarboxylate). The yield is 35.2%. RXN SMILES: [OH:1][CH2:2][N:3]1[C:7](=[O:8])[CH2:6][N:5]([CH2:9][C:10]#[CH:11])[C:4]1=[O:12].[CH2:13]([O:15][N:16]=[CH:17]/[C:18](/[CH3:28])=[CH:19]/[C@@H:20]1[C@@H:22]([C:23](O)=[O:24])[C:21]1([CH3:27])[CH3:26])[CH3:14].C(Cl)(Cl)Cl.Cl.C(N=C=NCCCN(C)C)C>CN(C)C1C=CN=CC=1.[Cl-].[Na+].O>[CH2:13]([O:15][N:16]=[CH:17]/[C:18](/[CH3:28])=[CH:19]/[C@@H:20]1[C@@H:22]([C:23]([O:1][CH2:2][N:3]2[C:7](=[O:8])[CH2:6][N:5]([CH2:9][C:10]#[CH:11])[C:4]2=[O:12])=[O:24])[C:21]1([CH3:27])[CH3:26])[CH3:14] |f:3.4,6.7.8|. Procedure: Under nitrogen atmosphere, to a mixture of 0.44 g of 3-hydroxymethyl-1-(2-propynyl)imidazolidine-2,4-dione, 0.58 g of (1R)-trans-3-[(E)-3-ethoxyimino-2-methyl-1-propenyl]-2,2-dimethylcyclopropanecarboxylic acid, catalytic amount of 4-dimethylaminopyridine and 5 ml of anhydrous chloroform was added 0.50 g of 1-ethyl-3-(3-dimethylaminopropyl)carbodiimide hydrochloride and the mixture was stirred at room temperature overnight. Thereafter, saturated brine was added to the reaction mixture, and the m... The reactants are N#Cc1cccc(N=C=O)c1, CC(C)(C)[O-], Cc1ccccc1, COc1ccc(NC(C)c2cnc(Cl)nc2Cl)cc1, [K+]. The product is COc1ccc(N2C(=O)N(c3cccc(C#N)c3)c3nc(Cl)ncc3C2C)cc1. RXN SMILES: [C:20](#[N:21])[c:22]1[cH:23][c:24]([N:28]=[C:29]=[O:30])[cH:25][cH:26][cH:27]1.[CH3:31][C:32]([CH3:33])([O-:34])[CH3:35].[CH3:37][c:38]1[cH:39][cH:40][cH:41][cH:42][cH:43]1.[Cl:1][c:2]1[n:3][cH:4][c:5]([CH:9]([CH3:10])[NH:11][c:12]2[cH:13][cH:14][c:15]([O:18][CH3:19])[cH:16][cH:17]2)[c:6]([Cl:8])[n:7]1.[K+:36]>>[Cl:1][c:2]1[n:3][cH:4][c:5]2[c:6]([n:7]1)[N:28]([c:24]1[cH:23][c:22]([C:20]#[N:21])[cH:27][cH:26][cH:25]1)[C:29](=[O:30])[N:11]([c:12]1[cH:13][cH:14][c:15]([O:18][CH3:19])[cH:16][cH:17]1)[CH:9]2[CH3:10]. The reactants are O[C@H]1[C@@H](CCCC1)NC(=O)C1=NC(=C(N=C1)Br)C1=CC=C(C=C1)F (5-bromo-6-(4-fluoro-phenyl)-pyrazine-2-carboxylic acid ((1R,2R)-2-hydroxy-cyclohexyl)-amide), N1=C(N=CC=C1)CO (pyrimidin-2-yl-methanol). The product is O[C@H]1[C@@H](CCCC1)NC(=O)C1=NC(=C(N=C1)OCC1=NC=CC=N1)C1=CC=C(C=C1)F (6-(4-Fluoro-phenyl)-5-(pyrimidin-2-ylmethoxy)-pyrazine-2-carboxylic acid ((1R,2R)-2-hydroxy-cyclohexyl)-amide). As a reaction SMILES: [OH:1][C@@H:2]1[CH2:7][CH2:6][CH2:5][CH2:4][C@H:3]1[NH:8][C:9]([C:11]1[CH:16]=[N:15][C:14](Br)=[C:13]([C:18]2[CH:23]=[CH:22][C:21]([F:24])=[CH:20][CH:19]=2)[N:12]=1)=[O:10].[N:25]1[CH:30]=[CH:29][CH:28]=[N:27][C:26]=1[CH2:31][OH:32]>>[OH:1][C@@H:2]1[CH2:7][CH2:6][CH2:5][CH2:4][C@H:3]1[NH:8][C:9]([C:11]1[CH:16]=[N:15][C:14]([O:32][CH2:31][C:26]2[N:27]=[CH:28][CH:29]=[CH:30][N:25]=2)=[C:13]([C:18]2[CH:23]=[CH:22][C:21]([F:24])=[CH:20][CH:19]=2)[N:12]=1)=[O:10]. Procedure details: In analogy to example 55, however by starting from 5-bromo-6-(4-fluoro-phenyl)-pyrazine-2-carboxylic acid ((1R,2R)-2-hydroxy-cyclohexyl)-amide and pyrimidin-2-yl-methanol, the title compound was obtained as off-white solid. MS (ISP) (M+H+)=424.2. Reactants: ClC1=C(CS)C=CC=C1 (2-chlorobenzylmercaptan), B(F)(F)F.CCOCC (boron trifluoride etherate), FC1=C(C=CC=C1)C1(CCN(CC1)C)O (4-(2-fluorophenyl)-4-hydroxy-1-methylpiperidine). Reported procedure: 59.7 g of 2-chlorobenzylmercaptan, followed by 55 ml of boron trifluoride etherate are added to 25 g of 4-(2-fluorophenyl)-4-hydroxy-1-methylpiperidine of Example 1a in 55 ml of acetic acid. The reaction is stirred at 55°-65° C. for 20 hours. The excess acid is removed under reduced pressure at 80°-100° C. The oily residue is then equilibrated with 200 ml of 2 N hydrochloric acid and 200 ml of ether. The ether, and two more 125 ml portions of ether, is decanted off. The oil and water mixture is ... As a reaction SMILES: [Cl:1][C:2]1[CH:9]=[CH:8][CH:7]=[CH:6][C:3]=1[CH2:4][SH:5].B(F)(F)F.CCOCC.[F:19][C:20]1[CH:25]=[CH:24][CH:23]=[CH:22][C:21]=1[C:26]1(O)[CH2:31][CH2:30][N:29]([CH3:32])[CH2:28][CH2:27]1>C(O)(=O)C>[ClH:1].[Cl:1][C:2]1[CH:9]=[CH:8][CH:7]=[CH:6][C:3]=1[CH2:4][S:5][C:26]1([C:21]2[CH:22]=[CH:23][CH:24]=[CH:25][C:20]=2[F:19])[CH2:31][CH2:30][N:29]([CH3:32])[CH2:28][CH2:27]1 |f:1.2,5.6|. Product: Cl.ClC1=C(CSC2(CCN(CC2)C)C2=C(C=CC=C2)F)C=CC=C1 (4-(2-chlorobenzylthio)-4-(2-fluorophenyl)-1-methylpiperidine hydrochloride). Solvent: C(C)(=O)O (acetic acid). Reaction conditions: time 20 hour.